This data is from the Open Reaction Database (ORD), a public repository of structured organic reaction records. The task is: describe an organic reaction: reactants, conditions, products, and yield The reactants are CCNc1cccnc1N(CC)CC1CCN(Cc2ccccc2)CC1, CCO, [H][H], [OH-], [OH-], [Pd+2]. Yields the product CCNc1cccnc1N(CC)CC1CCNCC1. RXN SMILES: [CH2:1]([c:2]1[cH:3][cH:4][cH:5][cH:6][cH:7]1)[N:8]1[CH2:9][CH2:10][CH:11]([CH2:14][N:15]([c:16]2[n:17][cH:18][cH:19][cH:20][c:21]2[NH:22][CH2:23][CH3:24])[CH2:25][CH3:26])[CH2:12][CH2:13]1.[CH3:29][CH2:30][OH:31].[H:27][H:28].[OH-:32].[OH-:34].[Pd+2:33]>>[NH:8]1[CH2:9][CH2:10][CH:11]([CH2:14][N:15]([c:16]2[n:17][cH:18][cH:19][cH:20][c:21]2[NH:22][CH2:23][CH3:24])[CH2:25][CH3:26])[CH2:12][CH2:13]1. Starting materials: 1-(trans-4pentylcyclohexyl-1-methoxy)-2,3-difluorobenzene, FC1=C(C=CC=C1F)O (2,3-difluorophenol), C(CCCC)[C@@H]1CC[C@H](CC1)CI (trans-4-pentylcyclohexylmethyl iodide), C(CCC)[Li] (n-butyllithium), C(=O)N1CCCCC1 (N-formylpiperidine), formyl, NOS(=O)(=O)O (hydroxylamine-O-sulfonic acid). Solvent: O1CCCC1.CN(CCN(C)C)C (tetrahydrofuran tetramethylethylenediamine). The product is C(CCCC)[C@@H]1CC[C@H](CC1)COC1=C(C(=C(C#N)C=C1)F)F (4-(trans-4-pentylcyclohexylmethoxy)-2,3-difluorobenzonitrile). Reaction SMILES: [F:1][C:2]1[C:7]([F:8])=[CH:6][CH:5]=[CH:4][C:3]=1[OH:9].[CH2:10]([C@H:15]1[CH2:20][CH2:19][C@H:18]([CH2:21]I)[CH2:17][CH2:16]1)[CH2:11][CH2:12][CH2:13][CH3:14].C([Li])CCC.[CH:28]([N:30]1CCCCC1)=O.NOS(O)(=O)=O>O1CCCC1.CN(C)CCN(C)C>[CH2:10]([C@H:15]1[CH2:20][CH2:19][C@H:18]([CH2:21][O:9][C:3]2[CH:4]=[CH:5][C:6]([C:28]#[N:30])=[C:7]([F:8])[C:2]=2[F:1])[CH2:17][CH2:16]1)[CH2:11][CH2:12][CH2:13][CH3:14] |f:5.6|. Reported procedure: 0.1 mole of 1-(trans-4pentylcyclohexyl-1-methoxy)-2,3-difluorobenzene (prepared from 2,3-difluorophenol and trans-4-pentylcyclohexylmethyl iodide analogously to Example 4) is deprotonated by means of n-butyllithium in tetrahydrofuran/tetramethylethylenediamine and is formylated by means of N-formylpiperidine. The formyl compound is reacted as in Example 1b) with hydroxylamine-O-sulfonic acid. Working up in the customary manner gives 4-(trans-4-pentylcyclohexylmethoxy)-2,3-difluorobenzonitrile. Reactants: C([O-])([O-])=O.[K+].[K+] (potassium carbonate), ClC1=C(C(=O)C2=CC3=C(NC(S3)=O)C=C2)C=CC=C1 (6-(2-Chlorobenzoyl)-1,3-benzothiazol-2(3H)-one), ClCCOC1=CC=C(C=C(C(=O)OC)C(=O)OC)C=C1 (dimethyl 2-[4-(2-chloroethoxy)benzylidene]malonate). Run in CN(C)C=O (DMF). Run at temperature 80 celsius, time 20 minute. Yields the product ClC1=C(C(=O)C2=CC3=C(N(C(S3)=O)CCOC3=CC=C(C=C(C(=O)OC)C(=O)OC)C=C3)C=C2)C=CC=C1 (Dimethyl 2-{4-[2-(6-(2-chlorobenzoyl)-2-oxo-1,3-benzothiazol-3(2H)-yl)ethoxy]benzylidene}malonate). Reaction SMILES: [Cl:1][C:2]1[CH:19]=[CH:18][CH:17]=[CH:16][C:3]=1[C:4]([C:6]1[CH:15]=[CH:14][C:9]2[NH:10][C:11](=[O:13])[S:12][C:8]=2[CH:7]=1)=[O:5].C(=O)([O-])[O-].[K+].[K+].Cl[CH2:27][CH2:28][O:29][C:30]1[CH:45]=[CH:44][C:33]([CH:34]=[C:35]([C:40]([O:42][CH3:43])=[O:41])[C:36]([O:38][CH3:39])=[O:37])=[CH:32][CH:31]=1>CN(C=O)C>[Cl:1][C:2]1[CH:19]=[CH:18][CH:17]=[CH:16][C:3]=1[C:4]([C:6]1[CH:15]=[CH:14][C:9]2[N:10]([CH2:27][CH2:28][O:29][C:30]3[CH:31]=[CH:32][C:33]([CH:34]=[C:35]([C:40]([O:42][CH3:43])=[O:41])[C:36]([O:38][CH3:39])=[O:37])=[CH:44][CH:45]=3)[C:11](=[O:13])[S:12][C:8]=2[CH:7]=1)=[O:5] |f:1.2.3|. Reported procedure: The compound obtained in Step A is dissolved in DMF and 2 equivalents of potassium carbonate are added. After stirring for 20 minutes at 80° C., 1.2 equivalents of dimethyl 2-[4-(2-chloroethoxy)benzylidene]malonate are added and the reaction is heated for 12 hours. The reaction mixture is then hydrolysed in water and filtered, and the resulting precipitate is recrystallised from methanol to yield the title product. Reactants: COc1nnc(-c2ccncc2)cc1-c1cc2ccc(C=O)cc2n1C(=O)OC(C)(C)C, CC(=O)O[BH-](OC(C)=O)OC(C)=O, CN1CCNCC1, CC(=O)O, ClCCl, [Na+]. Product: COc1nnc(-c2ccncc2)cc1-c1cc2ccc(CN3CCN(C)CC3)cc2n1C(=O)OC(C)(C)C. RXN SMILES: [C:1]([CH3:2])([CH3:3])([CH3:4])[O:5][C:6](=[O:7])[n:8]1[c:9](-[c:19]2[c:20]([O:31][CH3:32])[n:21][n:22][c:23](-[c:25]3[cH:26][cH:27][n:28][cH:29][cH:30]3)[cH:24]2)[cH:10][c:11]2[cH:12][cH:13][c:14]([CH:17]=[O:18])[cH:15][c:16]12.[C:44]([O:45][BH-:46]([O:47][C:48](=[O:49])[CH3:50])[O:51][C:52](=[O:53])[CH3:54])(=[O:55])[CH3:56].[CH3:33][N:34]1[CH2:35][CH2:36][NH:37][CH2:38][CH2:39]1.[CH3:40][C:41](=[O:42])[OH:43].[Cl:58][CH2:59][Cl:60].[Na+:57]>>[C:1]([CH3:2])([CH3:3])([CH3:4])[O:5][C:6](=[O:7])[n:8]1[c:9](-[c:19]2[c:20]([O:31][CH3:32])[n:21][n:22][c:23](-[c:25]3[cH:26][cH:27][n:28][cH:29][cH:30]3)[cH:24]2)[cH:10][c:11]2[cH:12][cH:13][c:14]([CH2:17][N:37]3[CH2:36][CH2:35][N:34]([CH3:33])[CH2:39][CH2:38]3)[cH:15][c:16]12. The reactants are C(C)N1C(=C(C2=CC=C(C=C12)OC)C#N)C=1C=C2C=CNC2=CC1 (1-ethyl-6-methoxy-1H,1′H-[2,5′]biindolyl-3-carbonitrile), CS(=O)(=O)Cl (methanesulfonyl chloride). Run in O (H2O), N1=CC=CC=C1 (pyridine). Reaction conditions: time 8 hour. Yields the product C(C)N1C(=C(C2=CC=C(C=C12)OC)C#N)C=1C=C2C=CN(C2=CC1)S(=O)(=O)C (1-ethyl-1′-methanesulfonyl-6-methoxy-1H,1′H-[2,5′]biindolyl-3-carbonitrile). Yield: 80.9%. Reaction SMILES: [CH2:1]([N:3]1[C:11]2[C:6](=[CH:7][CH:8]=[C:9]([O:12][CH3:13])[CH:10]=2)[C:5]([C:14]#[N:15])=[C:4]1[C:16]1[CH:17]=[C:18]2[C:22](=[CH:23][CH:24]=1)[NH:21][CH:20]=[CH:19]2)[CH3:2].[CH3:25][S:26](Cl)(=[O:28])=[O:27]>N1C=CC=CC=1.O>[CH2:1]([N:3]1[C:11]2[C:6](=[CH:7][CH:8]=[C:9]([O:12][CH3:13])[CH:10]=2)[C:5]([C:14]#[N:15])=[C:4]1[C:16]1[CH:17]=[C:18]2[C:22](=[CH:23][CH:24]=1)[N:21]([S:26]([CH3:25])(=[O:28])=[O:27])[CH:20]=[CH:19]2)[CH3:2]. Procedure details: A solution of 1-ethyl-6-methoxy-1H,1′H-[2,5′]biindolyl-3-carbonitrile (70 mg, 0.22 mmol), prepared as described in Example 1Gb, in pyridine (2 mL) is treated with methanesulfonyl chloride (0.034 mL, 0.44 mmol) and stirred overnight. The reaction mixture is then diluted with H2O and extracted with ethyl acetate (3×). The organic phase is washed with H2O and saturated NaCl, dried and concentrated and purified by flash chromatography using EtOAc/hexanes (30-80%) to afford 70 mg (81%) of 1-ethyl-1′-... The reactants are CCOC(=O)C(O)C1Sc2ccccc2NC1=O, CCO, [Na+], [OH-], O. Product: O=C(O)C(O)C1Sc2ccccc2NC1=O. RXN SMILES: [CH2:1]([CH3:2])[O:3][C:4]([CH:5]([CH:6]1[S:7][c:8]2[c:9]([cH:13][cH:14][cH:15][cH:16]2)[NH:10][C:11]1=[O:12])[OH:17])=[O:18].[CH3:22][CH2:23][OH:24].[Na+:20].[OH-:19].[OH2:21]>>[O:3]=[C:4]([CH:5]([CH:6]1[S:7][c:8]2[c:9]([cH:13][cH:14][cH:15][cH:16]2)[NH:10][C:11]1=[O:12])[OH:17])[OH:18]. Run at time 1 hour. Run in O (water), CO (methanol), CO (methanol). Starting materials: Cl.NO (hydroxylamine hydrochloride), C(C)(=O)OC(C)=O (acetic anhydride), C[O-].[Na+] (sodium methoxide), [OH-].[Na+] (sodium hydroxide), C(C1=CC=CC=C1)N1CC(CC1)CC1=CNC2=CC=C(C=C12)C#N (3-[(1-Benzylpyrrolidin-3-yl)methyl]-5-cyanoindole). Reported procedure: A solution containing 12.7 mmol of sodium methoxide in 5 ml of methanol is added to a solution containing 12.7 mmol of hydroxylamine hydrochloride in 15 ml of methanol. The mixture is stirred for one hour at room temperature. After filtration of the precipitate, 5.7 mmol of the compound of Example 14 are added to the filtrate and the combined mixture is brought to reflux for 48 hours. After evaporation of the solvent, the brown solid obtained is mixed with 10 ml of acetic anhydride. The combined... Reaction SMILES: C[O-].[Na+].Cl.[NH2:5]O.[CH2:7]([N:14]1[CH2:18][CH2:17][CH:16]([CH2:19][C:20]2[C:28]3[C:23](=[CH:24][CH:25]=[C:26]([C:29]#[N:30])[CH:27]=3)[NH:22][CH:21]=2)[CH2:15]1)[C:8]1[CH:13]=[CH:12][CH:11]=[CH:10][CH:9]=1.[C:31]([O:34]C(=O)C)(=O)[CH3:32].[OH-].[Na+]>CO.O>[CH2:7]([N:14]1[CH2:18][CH2:17][CH:16]([CH2:19][C:20]2[C:28]3[C:23](=[CH:24][CH:25]=[C:26]([C:29]4[N:5]=[C:31]([CH3:32])[O:34][N:30]=4)[CH:27]=3)[NH:22][CH:21]=2)[CH2:15]1)[C:8]1[CH:13]=[CH:12][CH:11]=[CH:10][CH:9]=1 |f:0.1,2.3,6.7|. Yields the product C(C1=CC=CC=C1)N1CC(CC1)CC1=CNC2=CC=C(C=C12)C1=NOC(=N1)C (3-[(1-Benzylpyrrolidin-3-yl)methyl]-5-[5-methyl- 1,2,4-oxadiazol-3-yl]indole).